This data is from the Open Reaction Database (ORD), a public repository of structured organic reaction records. The task is: describe an organic reaction: reactants, conditions, products, and yield Reactants: CC(C)(C)OC(=O)NCC(=O)O, ClCCl, CCOC(=O)Cl, Cc1nc(NN)nnc1-c1ccccc1. Product: Cc1nc(NNC(=O)CNC(=O)OC(C)(C)C)nnc1-c1ccccc1. Reaction SMILES: [C:7]([CH3:8])([CH3:9])([CH3:10])[O:11][C:12](=[O:13])[NH:14][CH2:15][C:16](=[O:17])[OH:18].[CH2:34]([Cl:35])[Cl:36].[Cl:1][C:2]([O:3][CH2:4][CH3:5])=[O:6].[NH:19]([NH2:20])[c:21]1[n:22][n:23][c:24](-[c:28]2[cH:29][cH:30][cH:31][cH:32][cH:33]2)[c:25]([CH3:27])[n:26]1>>[C:7]([CH3:8])([CH3:9])([CH3:10])[O:11][C:12](=[O:13])[NH:14][CH2:15][C:16](=[O:18])[NH:20][NH:19][c:21]1[n:22][n:23][c:24](-[c:28]2[cH:29][cH:30][cH:31][cH:32][cH:33]2)[c:25]([CH3:27])[n:26]1. Reactants: C(C)OC(=O)[C@@H]1CC[C@H](CC1)OC=1N=NC=CC1 (trans-4-(pyridazin-3-yloxy)-cyclohexanecarboxylic acid ethyl ester), [OH-].[Na+] (sodium hydroxide). Run in O1CCOCC1 (1,4-dioxane). Run at time 16 hour. Product: N1=NC(=CC=C1)O[C@@H]1CC[C@H](CC1)C(=O)O (trans-4-(Pyridazin-3-yloxy)-cyclohexanecarboxylic acid). Yield: 85.9%. Reaction SMILES: C([O:3][C:4]([C@H:6]1[CH2:11][CH2:10][C@H:9]([O:12][C:13]2[N:14]=[N:15][CH:16]=[CH:17][CH:18]=2)[CH2:8][CH2:7]1)=[O:5])C.[OH-].[Na+]>O1CCOCC1>[N:15]1[CH:16]=[CH:17][CH:18]=[C:13]([O:12][C@H:9]2[CH2:8][CH2:7][C@H:6]([C:4]([OH:5])=[O:3])[CH2:11][CH2:10]2)[N:14]=1 |f:1.2|. Procedure: To a solution of cis/trans-4-(pyridazin-3-yloxy)-cyclohexanecarboxylic acid ethyl ester (1:1) (1.05 g, 4.19 mmol) in 1,4-dioxane (21 ml) was added 2 M aqueous sodium hydroxide solution (21 ml, 42 mmol). Stirring at room temperature for 16 h was followed by acidification to pH 2-3 with 1 M aqueous hydrogen chloride solution (44 ml) and extraction with three 100-ml portions of ethyl acetate. The combined organic layers were dried over anhydrous sodium sulfate and concentrated in vacuo to give the ...